From a dataset of the Open Reaction Database (ORD), a public repository of structured organic reaction records. describe an organic reaction: reactants, conditions, products, and yield Reactants: O (water), C([O-])([O-])=O.[Na+].[Na+] (sodium carbonate), C[C@H]1N(CC2=CC(=CC=C12)B1OCCNCCO1)C(C1=CC=CC=C1)(C1=CC=CC=C1)C1=CC=CC=C1 (2-[(1R)-1-methyl-2-trityl-2,3-dihydro-1H-5-isoindolyl]-1,3,6,2-dioxazaborocane), BrC1=CC=C2C(C(=CN(C2=C1OC(F)F)C1CC1)C(=O)OCC)=O (ethyl 7-bromo-1-cyclopropyl-8-difluoromethoxy-1,4-dihydro-4-oxoquinoline-3-carboxylate). The reagents and catalysts are Cl[Pd]([P](C1=CC=CC=C1)(C2=CC=CC=C2)C3=CC=CC=C3)([P](C4=CC=CC=C4)(C5=CC=CC=C5)C6=CC=CC=C6)Cl (bis(triphenylphosphine)-palladium(II) chloride). The solvent is COCCOCCOC (diethylene glycol dimethyl ether), C(C)(=O)O (acetic acid), C(C)O (ethanol). Conditions: temperature 40 celsius, time 30 minute. Yields the product C1(CC1)N1C=C(C(C2=CC=C(C(=C12)OC(F)F)C=1C=C2CN([C@@H](C2=CC1)C)C(C1=CC=CC=C1)(C1=CC=CC=C1)C1=CC=CC=C1)=O)C(=O)OCC (ethyl 1-cyclopropyl-8-difluoromethoxy-7-[(1R)-1-methyl-2-trityl-2,3-dihydro-1H-5-isoindolyl]-4-oxo-1,4-dihydro-3-quinolinecarboxylate). Isolated yield 98.9%. As a reaction SMILES: O.[CH3:2][C@@H:3]1[C:11]2[C:6](=[CH:7][C:8](B3OCCNCCO3)=[CH:9][CH:10]=2)[CH2:5][N:4]1[C:20]([C:33]1[CH:38]=[CH:37][CH:36]=[CH:35][CH:34]=1)([C:27]1[CH:32]=[CH:31][CH:30]=[CH:29][CH:28]=1)[C:21]1[CH:26]=[CH:25][CH:24]=[CH:23][CH:22]=1.Br[C:40]1[C:49]([O:50][CH:51]([F:53])[F:52])=[C:48]2[C:43]([C:44](=[O:62])[C:45]([C:57]([O:59][CH2:60][CH3:61])=[O:58])=[CH:46][N:47]2[CH:54]2[CH2:56][CH2:55]2)=[CH:42][CH:41]=1.C(=O)([O-])[O-].[Na+].[Na+]>Cl[Pd](Cl)([P](C1C=CC=CC=1)(C1C=CC=CC=1)C1C=CC=CC=1)[P](C1C=CC=CC=1)(C1C=CC=CC=1)C1C=CC=CC=1.C(O)C.C(O)(=O)C.COCCOCCOC>[CH:54]1([N:47]2[C:48]3[C:43](=[CH:42][CH:41]=[C:40]([C:8]4[CH:7]=[C:6]5[C:11](=[CH:10][CH:9]=4)[C@@H:3]([CH3:2])[N:4]([C:20]([C:33]4[CH:38]=[CH:37][CH:36]=[CH:35][CH:34]=4)([C:27]4[CH:28]=[CH:29][CH:30]=[CH:31][CH:32]=4)[C:21]4[CH:26]=[CH:25][CH:24]=[CH:23][CH:22]=4)[CH2:5]5)[C:49]=3[O:50][CH:51]([F:53])[F:52])[C:44](=[O:62])[C:45]([C:57]([O:59][CH2:60][CH3:61])=[O:58])=[CH:46]2)[CH2:56][CH2:55]1 |f:3.4.5,^1:71,90|. Reported procedure: In a mixed solvent of 50.6 ml of water and 50.6 ml of diethylene glycol dimethyl ether is suspended 13.5 g of 2-[(1R)-1-methyl-2-trityl-2,3-dihydro-1H-5-isoindolyl]-1,3,6,2-dioxazaborocane and to this suspension is added 1.58 ml of acetic acid, after which the resulting mixture is stirred for 30 minutes. To this mixture are further added 10.1 g of ethyl 7-bromo-1-cyclopropyl-8-difluoromethoxy-1,4-dihydro-4-oxoquinoline-3-carboxylate, 5.59 g of sodium carbonate and 0.088 g of bis(triphenylphosphi... Starting materials: CCOC(=O)C=Cc1ccc(Cc2c(C)c(OC)c(OC)c(OC)c2OC)cc1, CCO, [H][H]. Product: CCOC(=O)CCc1ccc(Cc2c(C)c(OC)c(OC)c(OC)c2OC)cc1. RXN SMILES: [CH2:1]([CH3:2])[O:3][C:4]([CH:5]=[CH:6][c:7]1[cH:8][cH:9][c:10]([CH2:13][c:14]2[c:15]([O:27][CH3:28])[c:16]([O:25][CH3:26])[c:17]([O:23][CH3:24])[c:18]([O:21][CH3:22])[c:19]2[CH3:20])[cH:11][cH:12]1)=[O:29].[CH3:32][CH2:33][OH:34].[H:30][H:31]>>[CH2:1]([CH3:2])[O:3][C:4]([CH2:5][CH2:6][c:7]1[cH:8][cH:9][c:10]([CH2:13][c:14]2[c:15]([O:27][CH3:28])[c:16]([O:25][CH3:26])[c:17]([O:23][CH3:24])[c:18]([O:21][CH3:22])[c:19]2[CH3:20])[cH:11][cH:12]1)=[O:29]. Starting materials: O=C1CCC(=O)N1Br, ClC(Cl)(Cl)Cl, Cc1ccc(-n2cc(Cl)c(Cl)c2C#N)cc1, CC(C)(C#N)N=NC(C)(C)C#N. Yields the product N#Cc1c(Cl)c(Cl)cn1-c1ccc(CBr)cc1. As a reaction SMILES: [Br:29][N:30]1[C:31](=[O:32])[CH2:33][CH2:34][C:35]1=[O:36].[C:37]([Cl:38])([Cl:39])([Cl:40])[Cl:41].[Cl:1][c:2]1[c:3]([C:15]#[N:16])[n:4](-[c:8]2[cH:9][cH:10][c:11]([CH3:14])[cH:12][cH:13]2)[cH:5][c:6]1[Cl:7].[N:17]([C:18]([CH3:19])([CH3:20])[C:21]#[N:22])=[N:23][C:24]([CH3:25])([CH3:26])[C:27]#[N:28]>>[Cl:1][c:2]1[c:3]([C:15]#[N:16])[n:4](-[c:8]2[cH:9][cH:10][c:11]([CH2:14][Br:29])[cH:12][cH:13]2)[cH:5][c:6]1[Cl:7].